This data is from the Open Reaction Database (ORD), a public repository of structured organic reaction records. The task is: describe an organic reaction: reactants, conditions, products, and yield Reactants: ice water, CN(S(=O)(=O)C1=CC=C(C=C1)C(F)(F)F)C[C@@H]1CC[C@H](CC1)COC\C=C\CNC (trans-N-methyl-N-[4-(4-methylamino-(E)-but-2-enyloxymethyl)-cyclohexylmethyl]-4-trifluoromethyl-benzenesulfonamide), ClC1=NC(=NC=C1)C (4-chloro-2-methyl-pyrimidine), C(C)N(C(C)C)C(C)C (N-ethyl-diisopropylamine). Run in CN(C=O)C (N,N-dimethylformamide). The product is CN(S(=O)(=O)C1=CC=C(C=C1)C(F)(F)F)C[C@@H]1CC[C@H](CC1)COC\C=C\CN(C1=NC(=NC=C1)C)C (trans-N-methyl-N-(4-{4-[methyl-(2-methyl-pyrimidin-4-yl)-amino]-(E)-but-2-enyloxymethyl}-cyclohexylmethyl)-4-trifluoromethyl-benzenesulfonamide). Isolated yield 59.8%. As a reaction SMILES: [CH3:1][N:2]([CH2:16][C@H:17]1[CH2:22][CH2:21][C@H:20]([CH2:23][O:24][CH2:25]/[CH:26]=[CH:27]/[CH2:28][NH:29][CH3:30])[CH2:19][CH2:18]1)[S:3]([C:6]1[CH:11]=[CH:10][C:9]([C:12]([F:15])([F:14])[F:13])=[CH:8][CH:7]=1)(=[O:5])=[O:4].Cl[C:32]1[CH:37]=[CH:36][N:35]=[C:34]([CH3:38])[N:33]=1.C(N(C(C)C)C(C)C)C>CN(C)C=O>[CH3:1][N:2]([CH2:16][C@H:17]1[CH2:22][CH2:21][C@H:20]([CH2:23][O:24][CH2:25]/[CH:26]=[CH:27]/[CH2:28][N:29]([CH3:30])[C:32]2[CH:37]=[CH:36][N:35]=[C:34]([CH3:38])[N:33]=2)[CH2:19][CH2:18]1)[S:3]([C:6]1[CH:7]=[CH:8][C:9]([C:12]([F:15])([F:13])[F:14])=[CH:10][CH:11]=1)(=[O:5])=[O:4]. Procedure details: A solution of 77 mg (0.17 mmol) trans-N-methyl-N-[4-(4-methylamino-(E)-but-2-enyloxymethyl)-cyclohexylmethyl]-4-trifluoromethyl-benzenesulfonamide (example 20.6), 0.044 g (0.34 mmol) of 4-chloro-2-methyl-pyrimidine [Ger. Offen. (1990), DE3905364 A1] and 0.06 ml (0.34 mmol) N-ethyl-diisopropylamine in 1 ml of N,N-dimethylformamide was stirred for 2 hours at 80° C. The reaction mixture was then cooled to room temperature, poured into 30 ml of ice-water and extracted 3 times with 10 ml of ether. Th... Starting materials: COC(=O)c1coc(N2CC(C(C)(C)C)C2O[SiH](c2ccccc2)c2ccccc2)n1, C[Al](C)C, CC(=O)O, CCOC(C)=O, Cc1ccccc1, C1COCCN1. The product is CC(C)(C)C1CN(c2nc(C(=O)N3CCOCC3)co2)C1O[SiH](c1ccccc1)c1ccccc1. Reaction SMILES: [C:1]([CH3:2])([CH3:3])([CH3:4])[CH:5]1[CH:6]([O:18][SiH:19]([c:20]2[cH:21][cH:22][cH:23][cH:24][cH:25]2)[c:26]2[cH:27][cH:28][cH:29][cH:30][cH:31]2)[N:7]([c:9]2[o:10][cH:11][c:12]([C:14](=[O:15])[O:16][CH3:17])[n:13]2)[CH2:8]1.[CH3:32][Al:33]([CH3:34])[CH3:35].[CH3:42][C:43](=[O:44])[OH:45].[CH3:46][CH2:47][O:48][C:49](=[O:50])[CH3:51].[CH3:52][c:53]1[cH:54][cH:55][cH:56][cH:57][cH:58]1.[O:36]1[CH2:37][CH2:38][NH:39][CH2:40][CH2:41]1>>[C:1]([CH3:2])([CH3:3])([CH3:4])[CH:5]1[CH:6]([O:18][SiH:19]([c:20]2[cH:21][cH:22][cH:23][cH:24][cH:25]2)[c:26]2[cH:27][cH:28][cH:29][cH:30][cH:31]2)[N:7]([c:9]2[o:10][cH:11][c:12]([C:14](=[O:15])[N:39]3[CH2:38][CH2:37][O:36][CH2:41][CH2:40]3)[n:13]2)[CH2:8]1. The reactants are CCO, Cc1cc(-n2cccn2)ccc1B(O)O, CCN(CC)c1cc(C)nc2cnn(C)c12, Cc1ccccc1, [Na+], [Na+], O=C([O-])[O-], c1ccc(P(c2ccccc2)(c2ccccc2)[Pd](P(c2ccccc2)(c2ccccc2)c2ccccc2)(P(c2ccccc2)(c2ccccc2)c2ccccc2)P(c2ccccc2)(c2ccccc2)c2ccccc2)cc1. Yields the product CCN(CC)c1cc(C)nc2c(-c3ccc(-n4cccn4)cc3C)nn(C)c12. Reaction SMILES: [CH3:122][CH2:123][OH:124].[CH3:17][c:18]1[c:19]([B:29]([OH:30])[OH:31])[cH:20][cH:21][c:22](-[n:24]2[n:25][cH:26][cH:27][cH:28]2)[cH:23]1.[CH3:1][n:2]1[n:3][cH:4][c:5]2[n:6][c:7]([CH3:16])[cH:8][c:9]([N:11]([CH2:12][CH3:13])[CH2:14][CH3:15])[c:10]12.[CH3:38][c:39]1[cH:40][cH:41][cH:42][cH:43][cH:44]1.[Na+:32].[Na+:33].[O-:34][C:35](=[O:36])[O-:37].[cH:45]1[cH:46][cH:47][c:48]([P:49]([Pd:50]([P:51]([c:52]2[cH:53][cH:54][cH:55][cH:56][cH:57]2)([c:58]2[cH:59][cH:60][cH:61][cH:62][cH:63]2)[c:64]2[cH:65][cH:66][cH:67][cH:68][cH:69]2)([P:70]([c:71]2[cH:72][cH:73][cH:74][cH:75][cH:76]2)([c:77]2[cH:78][cH:79][cH:80][cH:81][cH:82]2)[c:83]2[cH:84][cH:85][cH:86][cH:87][cH:88]2)[P:89]([c:90]2[cH:91][cH:92][cH:93][cH:94][cH:95]2)([c:96]2[cH:97][cH:98][cH:99][cH:100][cH:101]2)[c:102]2[cH:103][cH:104][cH:105][cH:106][cH:107]2)([c:108]2[cH:109][cH:110][cH:111][cH:112][cH:113]2)[c:114]2[cH:115][cH:116][cH:117][cH:118][cH:119]2)[cH:120][cH:121]1>>[CH3:1][n:2]1[n:3][c:4](-[c:19]2[c:18]([CH3:17])[cH:23][c:22](-[n:24]3[n:25][cH:26][cH:27][cH:28]3)[cH:21][cH:20]2)[c:5]2[n:6][c:7]([CH3:16])[cH:8][c:9]([N:11]([CH2:12][CH3:13])[CH2:14][CH3:15])[c:10]12. Reactants: O.O.O.C(C)(=O)[O-].[Na+] (sodium acetate trihydrate), C(C1=CC=CC=C1)=NO (benzaldehyde oxime), C(C)(=O)OO (peracetic acid), C(C)(=O)O (acetic acid), 3, oxime. The solvent is O (water). Run at temperature 80 celsius. The product is [N+](=O)([O-])CC1=CC=CC=C1 (Nitromethylbenzene). Reaction SMILES: [CH:1](=[N:8][OH:9])[C:2]1[CH:7]=[CH:6][CH:5]=[CH:4][CH:3]=1.C(O)(=[O:12])C.C(OO)(=O)C.O.O.O.C([O-])(=O)C.[Na+]>O>[N+:8]([CH2:1][C:2]1[CH:7]=[CH:6][CH:5]=[CH:4][CH:3]=1)([O-:12])=[O:9] |f:3.4.5.6.7|. Procedure: 184.1 g. (1.51 mole) of benzaldehyde oxime and 185 ml. of glacial acetic acid are placed in a 3 liter 3 neck flask. The mixture is stirred and heated to 80° C. A solution of 344.1 g. (1.65 mole) of 36.6% peracetic acid and 19 g. of sodium acetate trihydrate is added at a rate such that the temperature is maintained between about 80° and about 90° C. Stirring is continued at about 85° C. for about 3 1/2 hours until there is no oxime. The reaction mixture is chilled to 25° C. and one liter of wate... The reactants are [OH-].[NH4+] (ammonium hydroxide), O1CCN(CC1)C1=CC=C(C=C1)NC(=O)C1CC2=C(C=CC(=C2CC1)OC)N (N-(4-morpholinophenyl)-8-amino-5-methoxy-1,2,3,4-tetrahydronaphthalene-2-carboxamide), Cl.ClCCN(C)CCCl (bis (2-chloroethyl)-methylamine hydrochloride), C(O)([O-])=O.[Na+] (sodium hydrogen carbonate). Run in C(CCC)O (n-butanol). Run at temperature 50 celsius. Yields the product O1CCN(CC1)C1=CC=C(C=C1)NC(=O)C1CC2=C(C=CC(=C2CC1)OC)N1CCN(CC1)C (N-(4-Morpholinophenyl)-8-(4-methylpiperazinyl)-5-methoxy-1,2,3,4-tetrahydronaphthalene-2-carboxamide). Reaction SMILES: [O:1]1[CH2:6][CH2:5][N:4]([C:7]2[CH:12]=[CH:11][C:10]([NH:13][C:14]([CH:16]3[CH2:25][CH2:24][C:23]4[C:18](=[C:19]([NH2:28])[CH:20]=[CH:21][C:22]=4[O:26][CH3:27])[CH2:17]3)=[O:15])=[CH:9][CH:8]=2)[CH2:3][CH2:2]1.Cl.Cl[CH2:31][CH2:32][N:33]([CH2:35][CH2:36]Cl)[CH3:34].C(=O)([O-])O.[Na+].[OH-].[NH4+]>C(O)CCC>[O:1]1[CH2:6][CH2:5][N:4]([C:7]2[CH:12]=[CH:11][C:10]([NH:13][C:14]([CH:16]3[CH2:25][CH2:24][C:23]4[C:18](=[C:19]([N:28]5[CH2:36][CH2:35][N:33]([CH3:34])[CH2:32][CH2:31]5)[CH:20]=[CH:21][C:22]=4[O:26][CH3:27])[CH2:17]3)=[O:15])=[CH:9][CH:8]=2)[CH2:3][CH2:2]1 |f:1.2,3.4,5.6|. Procedure details: A solution of N-(4-morpholinophenyl)-8-amino-5-methoxy-1,2,3,4-tetrahydronaphthalene-2-carboxamide (1.4 g, 3.5 mmol), bis (2-chloroethyl)-methylamine hydrochloride (960 mg, 5 mmol) and sodium hydrogen carbonate (420 mg, 5 mmol) in n-butanol (30 mL) was heated at 90° C. for 5 h. After cooling, 2 M ammonium hydroxide (30 ml) was added and the mixture heated at 50° C. for 1 h. The phases were separated, evaporated in vacuo and purified by flash chromatography on a silica gel column with chloroform/...